Task: describe an organic reaction: reactants, conditions, products, and yield. Dataset: the Open Reaction Database (ORD), a public repository of structured organic reaction records The reactants are C1CCC2=NCCCN2CC1, CC1COCCN1c1cc(COS(C)(=O)=O)nc(-c2ccc(NC(=O)N(C)C)cc2)n1, CC#N, Sc1ccccc1. Yields the product CC1COCCN1c1cc(CSc2ccccc2)nc(-c2ccc(NC(=O)N(C)C)cc2)n1. Reaction SMILES: [CH2:8]1[CH2:9][CH2:10][C:11]2=[N:16][CH2:15][CH2:14][CH2:13][N:12]2[CH2:17][CH2:18]1.[CH3:19][N:20]([C:21](=[O:22])[NH:23][c:24]1[cH:25][cH:26][c:27](-[c:30]2[n:31][c:32]([CH2:43][O:44][S:45]([CH3:46])(=[O:47])=[O:48])[cH:33][c:34]([N:36]3[CH:37]([CH3:42])[CH2:38][O:39][CH2:40][CH2:41]3)[n:35]2)[cH:28][cH:29]1)[CH3:49].[CH3:50][C:51]#[N:52].[SH:1][c:2]1[cH:3][cH:4][cH:5][cH:6][cH:7]1>>[S:1]([c:2]1[cH:3][cH:4][cH:5][cH:6][cH:7]1)[CH2:43][c:32]1[n:31][c:30](-[c:27]2[cH:26][cH:25][c:24]([NH:23][C:21]([N:20]([CH3:19])[CH3:49])=[O:22])[cH:29][cH:28]2)[n:35][c:34]([N:36]2[CH:37]([CH3:42])[CH2:38][O:39][CH2:40][CH2:41]2)[cH:33]1.